Dataset: the Open Reaction Database (ORD), a public repository of structured organic reaction records. Task: describe an organic reaction: reactants, conditions, products, and yield Reaction SMILES: [CH2:1]([c:2]1[cH:3][cH:4][cH:5][cH:6][cH:7]1)[O:8][c:9]1[c:10]([F:19])[cH:11][c:12]([F:18])[cH:13][c:14]1[N+:15]([O-:16])=[O:17].[CH3:22][CH2:23][OH:24].[Cl-:20].[NH4+:21].[Zn:25]>>[CH2:1]([c:2]1[cH:3][cH:4][cH:5][cH:6][cH:7]1)[O:8][c:9]1[c:10]([F:19])[cH:11][c:12]([F:18])[cH:13][c:14]1[NH2:15]. Yields the product Nc1cc(F)cc(F)c1OCc1ccccc1. Reactants: O=[N+]([O-])c1cc(F)cc(F)c1OCc1ccccc1, CCO, [Cl-], [NH4+], [Zn]. Reactants: CCc1cc(-c2ccc(S(=O)(=O)Cl)o2)c(C)[nH]c1=O, NCCCN1CCCC1. The product is CCc1cc(-c2ccc(S(=O)(=O)NCCCN3CCCC3)o2)c(C)[nH]c1=O, Cl. Reaction SMILES: [CH2:1]([CH3:2])[c:3]1[cH:4][c:5](-[c:11]2[cH:12][cH:13][c:14]([S:16](=[O:17])(=[O:18])[Cl:19])[o:15]2)[c:6]([CH3:10])[nH:7][c:8]1=[O:9].[N:20]1([CH2:25][CH2:26][CH2:27][NH2:28])[CH2:21][CH2:22][CH2:23][CH2:24]1>>[CH2:1]([CH3:2])[c:3]1[cH:4][c:5](-[c:11]2[cH:12][cH:13][c:14]([S:16](=[O:17])(=[O:18])[NH:28][CH2:27][CH2:26][CH2:25][N:20]3[CH2:21][CH2:22][CH2:23][CH2:24]3)[o:15]2)[c:6]([CH3:10])[nH:7][c:8]1=[O:9].[ClH:19]. Starting materials: C(#N)CN1CCN(CC1)C(=O)OCCCC (1-cyanomethyl-4-butoxycarbonylpiperazine), N (ammonia). The reagents and catalysts are [Ni] (Ni). Solvent: C(C)O (ethanol). Product: NCCN1CCN(CC1)C(=O)OCCCC (1-(2-aminoethyl)-4-butoxycarbonylpiperazine). Yield: 98.2%. Reaction SMILES: [C:1]([CH2:3][N:4]1[CH2:9][CH2:8][N:7]([C:10]([O:12][CH2:13][CH2:14][CH2:15][CH3:16])=[O:11])[CH2:6][CH2:5]1)#[N:2].N>C(O)C.[Ni]>[NH2:2][CH2:1][CH2:3][N:4]1[CH2:9][CH2:8][N:7]([C:10]([O:12][CH2:13][CH2:14][CH2:15][CH3:16])=[O:11])[CH2:6][CH2:5]1. Procedure details: A solution of 1-cyanomethyl-4-butoxycarbonylpiperazine (12 g) in ethanol (100 mL) saturated with ammonia, was hydrogenated over Raney Ni (5 g) at 1000 psi and 80° C. for 8 hours. The resulting mixture was filtered and evaporated to give 1-(2-aminoethyl)-4-butoxycarbonylpiperazine as a solid (12 g). The reactants are CCCCOC(=O)Cl, ClCCl, Cc1ccccc1S(=O)(=O)NC(=O)c1ccc2c(ccn2Cc2cccc(N)c2)c1, Cc1cccc(C)n1. Yields the product CCCCOC(=O)Nc1cccc(Cn2ccc3cc(C(=O)NS(=O)(=O)c4ccccc4C)ccc32)c1. RXN SMILES: [Cl:39][C:40](=[O:41])[O:42][CH2:43][CH2:44][CH2:45][CH3:46].[Cl:47][CH2:48][Cl:49].[NH2:1][c:2]1[cH:3][c:4]([CH2:5][n:6]2[cH:7][cH:8][c:9]3[cH:10][c:11]([C:15](=[O:16])[NH:17][S:18](=[O:19])(=[O:20])[c:21]4[c:22]([CH3:27])[cH:23][cH:24][cH:25][cH:26]4)[cH:12][cH:13][c:14]23)[cH:28][cH:29][cH:30]1.[n:31]1[c:32]([CH3:33])[cH:34][cH:35][cH:36][c:37]1[CH3:38]>>[NH:1]([c:2]1[cH:3][c:4]([CH2:5][n:6]2[cH:7][cH:8][c:9]3[cH:10][c:11]([C:15](=[O:16])[NH:17][S:18](=[O:19])(=[O:20])[c:21]4[c:22]([CH3:27])[cH:23][cH:24][cH:25][cH:26]4)[cH:12][cH:13][c:14]23)[cH:28][cH:29][cH:30]1)[C:40](=[O:41])[O:42][CH2:43][CH2:44][CH2:45][CH3:46]. The reactants are ClC1=NC=2N3[C@](C(N(C2C=N1)CC1CC1)=O)([C@@H](OCC3)C)C ((6aS,7S)-2-chloro-5-(cyclopropylmethyl)-6a,7-dimethyl-6a,7,9,10-tetrahydro-[1,4]oxazino[3,4-h]pteridin-6(5H)-one), CNC(=O)NC1=CC=C(C=C1)B1OC(C(O1)(C)C)(C)C (1-methyl-3-(4-(4,4,5,5-tetramethyl-1,3,2-dioxaborolan-2-yl)phenyl)urea), C(=O)(O)[O-].[Na+] (NaHCO3), [Na+].[Cl-] (NaCl). The reagents and catalysts are C1=CC=C(C=C1)P([C-]2C=CC=C2)C3=CC=CC=C3.C1=CC=C(C=C1)P([C-]2C=CC=C2)C3=CC=CC=C3.Cl[Pd]Cl.[Fe+2] (PdCl2(dppf)). Solvent: O1CCOCC1 (1,4-dioxane). Product: C1(CC1)CN1C=2C=NC(=NC2N2[C@](C1=O)([C@@H](OCC2)C)C)C2=CC=C(C=C2)NC(=O)NC (1-(4-((6aS,7S)-5-(cyclopropylmethyl)-6a,7-dimethyl-6-oxo-5,6,6a,7,9,10-hexahydro-[1,4]oxazino[3,4-h]pteridin-2-yl)phenyl)-3-methylurea). Yield: 5.3%. RXN SMILES: Cl[C:2]1[N:11]=[CH:10][C:9]2[N:8]([CH2:12][CH:13]3[CH2:15][CH2:14]3)[C:7](=[O:16])[C@:6]3([CH3:22])[C@H:17]([CH3:21])[O:18][CH2:19][CH2:20][N:5]3[C:4]=2[N:3]=1.[CH3:23][NH:24][C:25]([NH:27][C:28]1[CH:33]=[CH:32][C:31](B2OC(C)(C)C(C)(C)O2)=[CH:30][CH:29]=1)=[O:26].C([O-])(O)=O.[Na+].[Na+].[Cl-]>C1C=CC(P(C2C=CC=CC=2)[C-]2C=CC=C2)=CC=1.C1C=CC(P(C2C=CC=CC=2)[C-]2C=CC=C2)=CC=1.Cl[Pd]Cl.[Fe+2].O1CCOCC1>[CH:13]1([CH2:12][N:8]2[C:7](=[O:16])[C@:6]3([CH3:22])[C@H:17]([CH3:21])[O:18][CH2:19][CH2:20][N:5]3[C:4]3[N:3]=[C:2]([C:31]4[CH:30]=[CH:29][C:28]([NH:27][C:25]([NH:24][CH3:23])=[O:26])=[CH:33][CH:32]=4)[N:11]=[CH:10][C:9]2=3)[CH2:15][CH2:14]1 |f:2.3,4.5,6.7.8.9|. Procedure details: A microwave vial equipped with a magnetic stirrer was added crude (6aS,7S)-2-chloro-5-(cyclopropylmethyl)-6a,7-dimethyl-6a,7,9,10-tetrahydro-[1,4]oxazino[3,4-h]pteridin-6(5H)-one (98 mg, 0.304 mmol), 1,4-dioxane (1.5 ml), 1-methyl-3-(4-(4,4,5,5-tetramethyl-1,3,2-dioxaborolan-2-yl)phenyl)urea (126 mg, 0.455 mmol), saturated NaHCO3 (0.500 mL), and PdCl2(dppf) (11.11 mg, 0.015 mmol). The reaction was irradiated in the microwave at 100° C. for 40 minutes. The reaction solution was poured into satura... Reactants: BrC=1C(=NSC1)CBr (4-bromo-3-(bromomethyl)isothiazole), NCCS (cysteamine). Yields the product Br.BrC=1C(=NSC1)CSCCN (4-bromo-3-[(2-aminoethyl)thiomethyl]isothiazole hydrobromide). Reaction SMILES: [Br:1][C:2]1[C:3]([CH2:7]Br)=[N:4][S:5][CH:6]=1.[NH2:9][CH2:10][CH2:11][SH:12]>>[BrH:1].[Br:1][C:2]1[C:3]([CH2:7][S:12][CH2:11][CH2:10][NH2:9])=[N:4][S:5][CH:6]=1 |f:2.3|. Procedure: The reaction of 4-bromo-3-(bromomethyl)isothiazole (8.5 g.) with cysteamine (from cysteamine hydrochloride (3.76 g.)) was performed under conditions similar to those described in Example 122. From the reaction there was obtained 4-bromo-3-[(2-aminoethyl)thiomethyl]isothiazole hydrobromide, which, following recrystallisation from ethanol-ether and acetonitrile, gave needles (4.05 g.), m.p. 111°-112°. The amine base (2.73 g.) was isolated by basification with sodium hydroxide and extraction with c... Starting materials: [H-].[Na+] (sodium hydride), oil, FC(C(=O)OCC)(C)F (ethyl difluoropropionate), C(C)#N (acetonitrile). Solvent: C1CCOC1 (THF). Run at temperature 75 celsius, time 8 hour. Product: FC(C(CC#N)=O)(C)F (4,4-difluoro-3-oxo-pentanenitrile). Reaction SMILES: [H-].[Na+].[F:3][C:4]([F:11])([CH3:10])[C:5]([O:7]CC)=O.[C:12](#[N:14])[CH3:13]>C1COCC1>[F:11][C:4]([F:3])([CH3:10])[C:5](=[O:7])[CH2:13][C:12]#[N:14] |f:0.1|. Procedure: In a round bottomed flask flushed with argon, a suspension of sodium hydride 60% in mineral oil (1.30 g, 34 mmoles) was rinsed twice with hexane, and suspended in 20 mL of dry THF. The solution was heated to 75° C., and ethyl difluoropropionate (3.00 g, 22 mmoles) and acetonitrile (1.78 mL) in 5 ml of dry THF was added dropwise over 30 minutes. The temperature of the reaction was lowered to 65° C. and stirred overnight. The mixture was then concentrated to an oil and partitioned between water an...